From a dataset of the Open Reaction Database (ORD), a public repository of structured organic reaction records. describe an organic reaction: reactants, conditions, products, and yield Starting materials: C(C)(C)(C)OC[C@H](N)C(=O)N[C@H]([C@H]([C@H]([C@@H](C(=O)N[C@@H](CC(=O)OC(C1=CC=CC=C1)C1=CC=CC=C1)C1=CC=CC=C1)O)O)O)CO (diphenylmethyl (S)-3-[(2S,3R,4R,5S)-5-(O-tert-butyl-L-seryl)amino-2,3,4,6-tetrahydroxyhexanoyl]amino-3-phenylpropionate), Cl (hydrogen chloride). Run in C(C)(=O)OCC (ethyl acetate). Reaction conditions: time 1.5 hour. The product is O[C@H](C(=O)N[C@@H](CC(=O)O)C1=CC=CC=C1)[C@@H]([C@@H]([C@H](CO)NC([C@@H](N)CO)=O)O)O ((S)-3-[(2S,3R,4R,5S)-2,3,4,6-tetrahydroxy-5-(L-seryl)aminohexanoyl]amino-3-phenylpropionic acid). The yield is 105.2%. As a reaction SMILES: C([O:5][CH2:6][C@@H:7]([C:9]([NH:11][C@@H:12]([CH2:46][OH:47])[C@@H:13]([OH:45])[C@@H:14]([OH:44])[C@H:15]([OH:43])[C:16]([NH:18][C@H:19]([C:37]1[CH:42]=[CH:41][CH:40]=[CH:39][CH:38]=1)[CH2:20][C:21]([O:23]C(C1C=CC=CC=1)C1C=CC=CC=1)=[O:22])=[O:17])=[O:10])[NH2:8])(C)(C)C.Cl>C(OCC)(=O)C>[OH:43][C@@H:15]([C@H:14]([OH:44])[C@H:13]([OH:45])[C@@H:12]([NH:11][C:9](=[O:10])[C@H:7]([CH2:6][OH:5])[NH2:8])[CH2:46][OH:47])[C:16]([NH:18][C@H:19]([C:37]1[CH:42]=[CH:41][CH:40]=[CH:39][CH:38]=1)[CH2:20][C:21]([OH:23])=[O:22])=[O:17]. Procedure details: To diphenylmethyl (S)-3-[(2S,3R,4R,5S)-5-(O-tert-butyl-L-seryl)amino-2,3,4,6-tetrahydroxyhexanoyl]amino-3-phenylpropionate (300 mg) was added 4N hydrogen chloride solution in ethyl acetate (10 ml) and the mixture was stirred at room temperature for 1.5 hours. Removal of the organic solvent gave a residue, which was extracted with water. The aqueous layer was washed with diethylether and concentrated under reduced pressure. The residue was recrystallized from methanol-diethylether to afford the t... Reactants: ClCC1C(C(N1S(=O)(=O)[O-])=O)NC(C(=NOC(C1=CC=CC=C1)(C1=CC=CC=C1)C1=CC=CC=C1)C=1N=C(SC1)NC(C1=CC=CC=C1)(C1=CC=CC=C1)C1=CC=CC=C1)=O.[NH+]1=CC=CC=C1 (pyridinium 4-chloromethyl-3-[2-(2-tritylamino-4-thiazolyl)-2-trityloxyimino-acetamido]-2-oxo-azetidine-1-sulfonate). Run in C(=O)O (formic acid). Run at temperature 60 celsius. The product is ClC[C@@H]1[C@@H](C(N1S(=O)(=O)O)=O)NC(C(=NO)C=1N=C(SC1)N)=O (cis 4-chloromethyl-3-[2-(2-amino-4-thiazolyl)-2-hydroxyimino-acetamido]-2-oxo-azetidine-1sulfonic acid). As a reaction SMILES: [Cl:1][CH2:2][CH:3]1[N:6]([S:7]([O-:10])(=[O:9])=[O:8])[C:5](=[O:11])[CH:4]1[NH:12][C:13](=[O:61])[C:14]([C:36]1[N:37]=[C:38]([NH:41]C(C2C=CC=CC=2)(C2C=CC=CC=2)C2C=CC=CC=2)[S:39][CH:40]=1)=[N:15][O:16]C(C1C=CC=CC=1)(C1C=CC=CC=1)C1C=CC=CC=1.[NH+]1C=CC=CC=1>C(O)=O>[Cl:1][CH2:2][C@H:3]1[N:6]([S:7]([OH:10])(=[O:8])=[O:9])[C:5](=[O:11])[C@H:4]1[NH:12][C:13](=[O:61])[C:14]([C:36]1[N:37]=[C:38]([NH2:41])[S:39][CH:40]=1)=[N:15][OH:16] |f:0.1|. Procedure details: A suspension of 1.02 g of the product of Step B in 9.1 ml of formic acid containing 33% water was heated at 60° C. for 15 minutes and was reacted as in Step C of Example 3 to obtain 119 mg of racemate of syn isomer of cis 4-chloromethyl-3-[2-(2-amino-4-thiazolyl)-2-hydroxyimino-acetamido]-2-oxo-azetidine-1sulfonic acid. The reactants are O (water), BrC=1C=C(C(=NC1)C(CNC(C1=C(C=CC=C1)C(F)(F)F)=O)=NOC(C)C)Cl (N-[2-(5-bromo-3-chloropyridin-2-yl)-2-(isopropoxyimino)ethyl]-2-(trifluoromethyl)benzamide), CC(C#C)(C)C (3,3-dimethyl-1-butyne), dichlorobistriphenylphosphine palladium(II). Reagents/catalysts: [Cu]I (copper(I) iodide). The solvent is C(C)N(CC)CC (triethylamine). Conditions: temperature 80 celsius, time 3 hour. Yields the product ClC=1C(=NC=C(C1)C#CC(C)(C)C)C(CNC(C1=C(C=CC=C1)C(F)(F)F)=O)=NOC(C)C (N-[2-[3-chloro-5-(3,3-dimethyl-1-butynyl)pyridin-2-yl]-2-(isopropoxyimino)ethyl]-2-(trifluoromethyl)benzamide). Isolated yield 99.7%. RXN SMILES: Br[C:2]1[CH:3]=[C:4]([Cl:28])[C:5]([C:8](=[N:23][O:24][CH:25]([CH3:27])[CH3:26])[CH2:9][NH:10][C:11](=[O:22])[C:12]2[CH:17]=[CH:16][CH:15]=[CH:14][C:13]=2[C:18]([F:21])([F:20])[F:19])=[N:6][CH:7]=1.[CH3:29][C:30]([CH3:34])([CH3:33])[C:31]#[CH:32].O>C(N(CC)CC)C.[Cu]I>[Cl:28][C:4]1[C:5]([C:8](=[N:23][O:24][CH:25]([CH3:27])[CH3:26])[CH2:9][NH:10][C:11](=[O:22])[C:12]2[CH:17]=[CH:16][CH:15]=[CH:14][C:13]=2[C:18]([F:21])([F:20])[F:19])=[N:6][CH:7]=[C:2]([C:32]#[C:31][C:30]([CH3:34])([CH3:33])[CH3:29])[CH:3]=1. Procedure: To a solution of 0.15 g of N-[2-(5-bromo-3-chloropyridin-2-yl)-2-(isopropoxyimino)ethyl]-2-(trifluoromethyl)benzamide and 0.05 g of 3,3-dimethyl-1-butyne in 3 ml of triethylamine, 0.04 g of copper(I) iodide and 0.02 g of dichlorobistriphenylphosphine palladium(II) were added, and the mixture was stirred at 80° C. for 3 hours. After completion of the reaction, the reaction mixture was allowed to cool to room temperature, mixed with 10 ml of water and extracted with ethyl acetate (20 ml×1). The re... Reactants: ClC1=C(C=C(C=C1)OC)C(C(C(F)(F)F)(O)C=1C=CC(N(C1)C)=O)C (5-[2-(2-chloro-5-methoxy-phenyl)-1-hydroxy-1-trifluoromethyl-propyl]-1-methyl-1H-pyridin-2-one), B(Br)(Br)Br (BBr3). Yields the product ClC1=C(C=C(C=C1)O)C(C(C(F)(F)F)(O)C=1C=CC(N(C1)C)=O)C (5-[2-(2-Chloro-5-hydroxy-phenyl)-1-hydroxy-1-trifluoromethyl-propyl]-1-methyl-1H-pyridin-2-one). Reaction SMILES: [Cl:1][C:2]1[CH:7]=[CH:6][C:5]([O:8]C)=[CH:4][C:3]=1[CH:10]([CH3:25])[C:11]([C:17]1[CH:18]=[CH:19][C:20](=[O:24])[N:21]([CH3:23])[CH:22]=1)([OH:16])[C:12]([F:15])([F:14])[F:13].B(Br)(Br)Br>>[Cl:1][C:2]1[CH:7]=[CH:6][C:5]([OH:8])=[CH:4][C:3]=1[CH:10]([CH3:25])[C:11]([C:17]1[CH:18]=[CH:19][C:20](=[O:24])[N:21]([CH3:23])[CH:22]=1)([OH:16])[C:12]([F:14])([F:15])[F:13]. Procedure details: In analogy to Example 147, step 5, 5-[2-(2-chloro-5-methoxy-phenyl)-1-hydroxy-1-trifluoromethyl-propyl]-1-methyl-1H-pyridin-2-one was reacted with BBr3 to give the title compound as a light yellow foam. MS (m/e, ISP neg. ion)=360.0 [M−H+]. The product is C1(=CC=CC=C1)C(O)C1CCN(CC1)CCCC1=CC=CC=C1 (alpha-phenyl-1-(3-phenylpropyl)-4-piperidinemethanol). Reactants: Cl (HCl), Cl.C1(=CC=CC=C1)C(=O)C1CCN(CC1)CCCC1=CC=CC=C1 (phenyl[1-(3-phenylpropyl)-4-piperidinyl]-methanone hydrochloride), C[O-].[Na+] (sodium methoxide), resultant precipitate, [BH4-].[Na+] (sodium borohydride), [OH-].[Na+] (NaOH). Reported procedure: To a stirred solution of phenyl[1-(3-phenylpropyl)-4-piperidinyl]-methanone hydrochloride (6.8 g, 0.02 mol) in absolute ethanol (120 ml) was added sodium methoxide (1.08 g, 0.04 mol) followed by sodium borohydride (1.51 g, 0.04 mol). The reaction mixture was stirred for 72 h and then concentrated at reduced pressure to a solid residue. This material was stirred with aqueous 10% NaOH for 1 h and then extracted with toluene (2×50 ml). The extracts were washed with water and then saturated NaCl sol... RXN SMILES: Cl.[C:2]1([C:8]([CH:10]2[CH2:15][CH2:14][N:13]([CH2:16][CH2:17][CH2:18][C:19]3[CH:24]=[CH:23][CH:22]=[CH:21][CH:20]=3)[CH2:12][CH2:11]2)=[O:9])[CH:7]=[CH:6][CH:5]=[CH:4][CH:3]=1.C[O-].[Na+].[BH4-].[Na+].Cl.[OH-].[Na+]>C(O)C.CO.CCOC(C)=O.O>[C:2]1([CH:8]([CH:10]2[CH2:15][CH2:14][N:13]([CH2:16][CH2:17][CH2:18][C:19]3[CH:24]=[CH:23][CH:22]=[CH:21][CH:20]=3)[CH2:12][CH2:11]2)[OH:9])[CH:3]=[CH:4][CH:5]=[CH:6][CH:7]=1 |f:0.1,2.3,4.5,7.8,10.11|. Run at time 72 hour. Solvent: CO.CCOC(=O)C (CH3OH EtOAc), C(C)O (ethanol), O (water). Reactants: O=C1CCC(=O)N1Br, CC(=O)Oc1c(C)cccc1Oc1ccccc1Cl, CC(C)(C#N)N=NC(C)(C)C#N, c1ccccc1. Yields the product CC(=O)Oc1c(CBr)cccc1Oc1ccccc1Cl. Reaction SMILES: [Br:20][N:21]1[C:22](=[O:23])[CH2:24][CH2:25][C:26]1=[O:27].[C:1]([CH3:2])(=[O:3])[O:4][c:5]1[c:6]([O:12][c:13]2[c:14]([Cl:19])[cH:15][cH:16][cH:17][cH:18]2)[cH:7][cH:8][cH:9][c:10]1[CH3:11].[N:28]([C:29]([CH3:30])([CH3:31])[C:32]#[N:33])=[N:34][C:35]([CH3:36])([CH3:37])[C:38]#[N:39].[cH:40]1[cH:41][cH:42][cH:43][cH:44][cH:45]1>>[C:1]([CH3:2])(=[O:3])[O:4][c:5]1[c:6]([O:12][c:13]2[c:14]([Cl:19])[cH:15][cH:16][cH:17][cH:18]2)[cH:7][cH:8][cH:9][c:10]1[CH2:11][Br:20]. Reaction SMILES: [C:1]([O:5][C:6](=[O:19])[NH:7][C:8]1[CH:13]=[CH:12][C:11]([C:14]([F:17])([F:16])[F:15])=[CH:10][C:9]=1[NH2:18])([CH3:4])([CH3:3])[CH3:2].C([O:24][C:25](=O)[CH2:26][C:27]([C:29]1[CH:34]=[CH:33][CH:32]=[C:31]([C:35]2[CH:36]=[N:37][C:38]([CH:42]3[CH2:44][CH2:43]3)=[CH:39][C:40]=2[CH3:41])[CH:30]=1)=[O:28])(C)(C)C>>[C:1]([O:5][C:6](=[O:19])[NH:7][C:8]1[CH:13]=[CH:12][C:11]([C:14]([F:17])([F:16])[F:15])=[CH:10][C:9]=1[NH:18][C:25](=[O:24])[CH2:26][C:27]([C:29]1[CH:34]=[CH:33][CH:32]=[C:31]([C:35]2[CH:36]=[N:37][C:38]([CH:42]3[CH2:43][CH2:44]3)=[CH:39][C:40]=2[CH3:41])[CH:30]=1)=[O:28])([CH3:4])([CH3:2])[CH3:3]. Product: C(C)(C)(C)OC(NC1=C(C=C(C=C1)C(F)(F)F)NC(CC(=O)C1=CC(=CC=C1)C=1C=NC(=CC1C)C1CC1)=O)=O ((2-{3-[3-(6-Cyclopropyl-4-methyl-pyridin-3-yl)-phenyl]-3-oxo-propionylamino}-4-trifluoromethyl-phenyl)-carbamic acid tert-butyl ester). Procedure details: The title compound was prepared from (2-amino-4-trifluoromethyl-phenyl)-carbamic acid tert-butyl ester (Example J3) (207 mg, 0.75 mmol) and 3-[3-(6-cyclopropyl-4-methyl-pyridin-3-yl)-phenyl]-3-oxo-propionic acid tert-butyl ester (Example K33) (264 mg, 0.75 mmol) according to the general procedure M. Obtained as an amorphous off-white substance (297 mg, 72%). Starting materials: C(C)(C)(C)OC(NC1=C(C=C(C=C1)C(F)(F)F)N)=O ((2-amino-4-trifluoromethyl-phenyl)-carbamic acid tert-butyl ester), C(C)(C)(C)OC(CC(=O)C1=CC(=CC=C1)C=1C=NC(=CC1C)C1CC1)=O (3-[3-(6-cyclopropyl-4-methyl-pyridin-3-yl)-phenyl]-3-oxo-propionic acid tert-butyl ester).